This data is from the Open Reaction Database (ORD), a public repository of structured organic reaction records. The task is: describe an organic reaction: reactants, conditions, products, and yield The reactants are C[O-], CO, [Cl-], N#Cc1cc(Oc2ccc(CCC(=O)Nc3ccc(Cl)c(C(F)(F)F)c3)cc2)ccn1, [NH4+], [Na+]. Product: N=C(N)c1cc(Oc2ccc(CCC(=O)Nc3ccc(Cl)c(C(F)(F)F)c3)cc2)ccn1. RXN SMILES: [CH3:32][O-:33].[CH3:37][OH:38].[Cl-:35].[Cl:1][c:2]1[c:3]([C:28]([F:29])([F:30])[F:31])[cH:4][c:5]([NH:8][C:9]([CH2:10][CH2:11][c:12]2[cH:13][cH:14][c:15]([O:18][c:19]3[cH:20][c:21]([C:25]#[N:26])[n:22][cH:23][cH:24]3)[cH:16][cH:17]2)=[O:27])[cH:6][cH:7]1.[NH4+:36].[Na+:34]>>[Cl:1][c:2]1[c:3]([C:28]([F:29])([F:30])[F:31])[cH:4][c:5]([NH:8][C:9]([CH2:10][CH2:11][c:12]2[cH:13][cH:14][c:15]([O:18][c:19]3[cH:20][c:21]([C:25]([NH2:26])=[NH:36])[n:22][cH:23][cH:24]3)[cH:16][cH:17]2)=[O:27])[cH:6][cH:7]1. Starting materials: ice water, solution, C1=CC=CC=2C3=CC=CC=C3NC12 (carbazole), C(C)(=O)N1CCC(CC1)CCC(=O)Cl (3-(1-acetylpiperidin-4-yl)propionyl chloride), [Cl-].[Al+3].[Cl-].[Cl-] (aluminum chloride). Solvent: [N+](=O)([O-])C (nitromethane). Run at temperature 70 celsius, time 11 hour. Yields the product C1=CC(=CC=2C3=CC=CC=C3NC12)C(CCC1CCN(CC1)C(C)=O)=O (1-(3-Carbazolyl)-3-(1-acetylpiperidin-4-yl)-1-propanone). Yield: 25.0%. Reaction SMILES: [CH:1]1[C:13]2[NH:12][C:11]3[C:6](=[CH:7][CH:8]=[CH:9][CH:10]=3)[C:5]=2[CH:4]=[CH:3][CH:2]=1.[C:14]([N:17]1[CH2:22][CH2:21][CH:20]([CH2:23][CH2:24][C:25](Cl)=[O:26])[CH2:19][CH2:18]1)(=[O:16])[CH3:15].[Cl-].[Al+3].[Cl-].[Cl-]>[N+](C)([O-])=O>[CH:10]1[C:11]2[NH:12][C:13]3[C:5](=[CH:4][CH:3]=[CH:2][CH:1]=3)[C:6]=2[CH:7]=[C:8]([C:25](=[O:26])[CH2:24][CH2:23][CH:20]2[CH2:21][CH2:22][N:17]([C:14](=[O:16])[CH3:15])[CH2:18][CH2:19]2)[CH:9]=1 |f:2.3.4.5|. Reported procedure: To a 90 ml solution of 5.0 g of carbazole and 7.2 g of 3-(1-acetylpiperidin-4-yl)propionyl chloride in nitromethane, 9.3 g of aluminum chloride was added little by little, followed by stirring at 70° C. for 11 hours. The reaction mixture was poured over 100 ml of ice water, and the organic layer was separated and then washed by sequential additions of a 50 ml saturated aqueous sodium hydrogen carbonate solution and 50 ml of distilled water. After the mixture was dried over anhydrous sodium sulfa... Starting materials: O[C@@H]([C@H]1[C@H](CC(N1C)=O)C1=CC=CC=C1)C=1SC(=CC1)C=1C=NC=CC1 ((4R,5R)-5-{(1S)-hydroxy[5-(3-pyridinyl)-2-thienyl]methyl}-1-methyl-4-phenyl-2-pyrrolidinone), C1=CC(=CC(=C1)Cl)C(=O)OO (mCPBA), C(=O)(O)[O-].[Na+] (NaHCO3). The solvent is C(Cl)(Cl)Cl (CHCl3). Conditions: time 40 minute. The product is O[C@@H]([C@H]1[C@H](CC(N1C)=O)C1=CC=CC=C1)C=1SC(=CC1)C=1C=[N+](C=CC1)[O-] ((4R,5R)-5-{(S)-hydroxy[5-(1-oxido-3-pyridinyl)-2-thienyl]methyl}-1-methyl-4-phenyl 2-pyrrolidinone). As a reaction SMILES: [OH:1][C@H:2]([C:16]1[S:17][C:18]([C:21]2[CH:22]=[N:23][CH:24]=[CH:25][CH:26]=2)=[CH:19][CH:20]=1)[C@@H:3]1[N:7]([CH3:8])[C:6](=[O:9])[CH2:5][C@@H:4]1[C:10]1[CH:15]=[CH:14][CH:13]=[CH:12][CH:11]=1.C1C=C(Cl)C=C(C(OO)=[O:35])C=1.C([O-])(O)=O.[Na+]>C(Cl)(Cl)Cl>[OH:1][C@H:2]([C:16]1[S:17][C:18]([C:21]2[CH:22]=[N+:23]([O-:35])[CH:24]=[CH:25][CH:26]=2)=[CH:19][CH:20]=1)[C@@H:3]1[N:7]([CH3:8])[C:6](=[O:9])[CH2:5][C@@H:4]1[C:10]1[CH:11]=[CH:12][CH:13]=[CH:14][CH:15]=1 |f:2.3|. Reported procedure: To a solution of (4R,5R)-5-{(1S)-hydroxy[5-(3-pyridinyl)-2-thienyl]methyl}-1-methyl-4-phenyl-2-pyrrolidinone (Example 3b, 0.20 g, 0.55 mmol) in CHCl3 (10 mL) was added mCPBA (0.35 g, 1.4 mmol). The reaction mixture was stirred for 40 min, then was treated with a saturated NaHCO3 solution (10 mL). The organic layer was dried (Na2SO4) and was allowed to stand overnight. The white precipitate was filtered off, the filtrate was concentrated under reduced pressure. The crude product was triturated (E... Reactants: S([O-])(O)(=O)=O.[Na+] (sodium bisulfate), [I-].[Na+] (sodium iodide), [Si](C)(C)(C)Cl (TMS-Cl), COC1=NC(=NC(=C1)OC)N1[C@H](COCC1)C ((3S)-4-(4,6-Dimethoxypyrimidin-2-yl)-3-methylmorpholine). The solvent is O (Water), C(C)#N (acetonitrile). Product: C[C@@H]1N(CCOC1)C1=NC(=CC(=N1)O)O (2-[(3S)-3-methylmorpholin-4-yl]pyrimidine-4,6-diol). The yield is 68.6%. RXN SMILES: C[O:2][C:3]1[CH:8]=[C:7]([O:9]C)[N:6]=[C:5]([N:11]2[CH2:16][CH2:15][O:14][CH2:13][C@@H:12]2[CH3:17])[N:4]=1.[I-].[Na+].[Si](Cl)(C)(C)C.S(=O)(=O)(O)[O-].[Na+]>C(#N)C.O>[CH3:17][C@H:12]1[CH2:13][O:14][CH2:15][CH2:16][N:11]1[C:5]1[N:4]=[C:3]([OH:2])[CH:8]=[C:7]([OH:9])[N:6]=1 |f:1.2,4.5|. Procedure: (3S)-4-(4,6-Dimethoxypyrimidin-2-yl)-3-methylmorpholine (6.3 g, 26.3 mmol) was dissolved in acetonitrile (88 mL). Argon was bubbled into the solution and sodium iodide (11.8 g, 79.0 mmol) and TMS-Cl (10.3 mL, 79.0 mmol) were added. The reaction was heated under reflux for 2 h, and then allowed to cool to room temperature. Water (50 mL) and sodium bisulfate (2.74 g, 26.3 mmol) was added. Acetonitrile was removed by rotary evaporation and the resulting slurry was filtered. The precipitate was susp... Reactants: C1CCOC1, Cc1cc(C)c(O)c(C)c1, CC(C)(C)[O-], CCC(CC)Nc1cc(C)nc(Cl)c1[N+](=O)[O-], [K+]. The product is CCC(CC)Nc1cc(C)nc(Oc2c(C)cc(C)cc2C)c1[N+](=O)[O-]. RXN SMILES: [CH2:34]1[O:35][CH2:36][CH2:37][CH2:38]1.[CH3:18][c:19]1[c:20]([OH:27])[c:21]([CH3:26])[cH:22][c:23]([CH3:25])[cH:24]1.[CH3:28][C:29]([CH3:30])([O-:31])[CH3:32].[Cl:1][c:2]1[n:3][c:4]([CH3:17])[cH:5][c:6]([NH:11][CH:12]([CH2:13][CH3:14])[CH2:15][CH3:16])[c:7]1[N+:8](=[O:9])[O-:10].[K+:33]>>[c:2]1([O:27][c:20]2[c:19]([CH3:18])[cH:24][c:23]([CH3:25])[cH:22][c:21]2[CH3:26])[n:3][c:4]([CH3:17])[cH:5][c:6]([NH:11][CH:12]([CH2:13][CH3:14])[CH2:15][CH3:16])[c:7]1[N+:8](=[O:9])[O-:10].